Dataset: the Open Reaction Database (ORD), a public repository of structured organic reaction records. Task: describe an organic reaction: reactants, conditions, products, and yield Starting materials: C1(CCCCC1)CC1=C(C=C(C=C1)CO)C(F)(F)F ((4-(cyclohexylmethyl)-3-(trifluoromethyl)phenyl)methanol), S(=O)(Cl)Cl (thionyl chloride). The solvent is C1(=CC=CC=C1)C (toluene). Reaction conditions: temperature 75 celsius. Yields the product ClCC1=CC(=C(C=C1)CC1CCCCC1)C(F)(F)F (4-(Chloromethyl)-1-(cyclohexylmethyl)-2-(trifluoromethyl)benzene). Yield: 100.0%. RXN SMILES: [CH:1]1([CH2:7][C:8]2[CH:13]=[CH:12][C:11]([CH2:14]O)=[CH:10][C:9]=2[C:16]([F:19])([F:18])[F:17])[CH2:6][CH2:5][CH2:4][CH2:3][CH2:2]1.S(Cl)([Cl:22])=O>C1(C)C=CC=CC=1>[Cl:22][CH2:14][C:11]1[CH:12]=[CH:13][C:8]([CH2:7][CH:1]2[CH2:6][CH2:5][CH2:4][CH2:3][CH2:2]2)=[C:9]([C:16]([F:19])([F:18])[F:17])[CH:10]=1. Reported procedure: To a solution of (4-(cyclohexylmethyl)-3-(trifluoromethyl)phenyl)methanol (0.060 g, 0.220 mmol) in toluene (2 mL) was added thionyl chloride (1.32 mmol). The reaction was heated to 75° C. for 3 h and quenched with water at 0° C. The mixture was extracted with hexanes (twice). The combined organics were washed with saturated NaHCO3(aq), dried over MgSO4, and concentrated to give the title compound as an oil (0.220 mmol). 1H NMR (400 MHz, CDCl3) δ ppm 0.91-1.06 (m, 2H), 1.12-1.23 (m, 3H), 1.61-1.7... The reactants are CCN1CC=C(c2cccc(C3(C)OCCO3)c2F)CC1, CO, Cl. Product: CCN1CCC(c2cccc(C3(C)OCCO3)c2F)CC1. Reaction SMILES: [CH2:1]([CH3:2])[N:3]1[CH2:4][CH2:5][C:6]([c:9]2[c:10]([F:21])[c:11]([C:15]3([CH3:20])[O:16][CH2:17][CH2:18][O:19]3)[cH:12][cH:13][cH:14]2)=[CH:7][CH2:8]1.[CH3:23][OH:24].[ClH:22]>>[CH2:1]([CH3:2])[N:3]1[CH2:4][CH2:5][CH:6]([c:9]2[c:10]([F:21])[c:11]([C:15]3([CH3:20])[O:16][CH2:17][CH2:18][O:19]3)[cH:12][cH:13][cH:14]2)[CH2:7][CH2:8]1.